From a dataset of the Open Reaction Database (ORD), a public repository of structured organic reaction records. describe an organic reaction: reactants, conditions, products, and yield Starting materials: C(C)(C)(C)OC([C@H](CI)NC(=O)OC(C)(C)C)=O ((R)-2-tert-butoxycarbonylamino-3-iodopropionic acid tert-butyl ester), Cl[Si](C)(C)C (chlorotrimethylsilane), C(C1=CC=CC=C1)OC1=C(C=CC(=C1)I)N1CC(N(S1(=O)=O)CC[Si](C)(C)C)=O (5-(2-benzyloxy-4-iodophenyl)-1,1-dioxo-2-(2-trimethylsilanylethyl)-1,2,5-thiadiazolidin-3-one), C1(=C(C=CC=C1)P(C1=C(C=CC=C1)C)C1=C(C=CC=C1)C)C (tri-o-tolylphosphine). The reagents and catalysts are C=1C=CC(=CC1)/C=C/C(=O)/C=C/C2=CC=CC=C2.C=1C=CC(=CC1)/C=C/C(=O)/C=C/C2=CC=CC=C2.C=1C=CC(=CC1)/C=C/C(=O)/C=C/C2=CC=CC=C2.[Pd].[Pd] (Pd2(dba)3), [Zn] (zinc). The solvent is CN(C)C=O (DMF), O (Water), CN(C)C=O (DMF), CN(C)C=O (DMF). Reaction conditions: time 30 minute. Product: C(C)(C)(C)OC([C@H](CC1=CC(=C(C=C1)N1S(N(C(C1)=O)CC[Si](C)(C)C)(=O)=O)OCC1=CC=CC=C1)NC(=O)OC(C)(C)C)=O ((S)-3-{3-Benzyloxy-4-[1,1,4-trioxo-5-(2-trimethylsilanylethyl)-1,2,5-thiadiazolidin-2-yl]-phenyl}-2-tert-butoxycarbonylaminopropionic Acid Tert-butyl Ester). Reaction SMILES: Cl[Si](C)(C)C.[C:6]([O:10][C:11](=[O:23])[C@@H:12]([NH:15][C:16]([O:18][C:19]([CH3:22])([CH3:21])[CH3:20])=[O:17])[CH2:13]I)([CH3:9])([CH3:8])[CH3:7].[CH2:24]([O:31][C:32]1[CH:37]=[C:36](I)[CH:35]=[CH:34][C:33]=1[N:39]1[S:43](=[O:45])(=[O:44])[N:42]([CH2:46][CH2:47][Si:48]([CH3:51])([CH3:50])[CH3:49])[C:41](=[O:52])[CH2:40]1)[C:25]1[CH:30]=[CH:29][CH:28]=[CH:27][CH:26]=1.C1(C)C=CC=CC=1P(C1C=CC=CC=1C)C1C=CC=CC=1C>CN(C=O)C.[Zn].C1C=CC(/C=C/C(/C=C/C2C=CC=CC=2)=O)=CC=1.C1C=CC(/C=C/C(/C=C/C2C=CC=CC=2)=O)=CC=1.C1C=CC(/C=C/C(/C=C/C2C=CC=CC=2)=O)=CC=1.[Pd].[Pd].O>[C:6]([O:10][C:11](=[O:23])[C@@H:12]([NH:15][C:16]([O:18][C:19]([CH3:22])([CH3:21])[CH3:20])=[O:17])[CH2:13][C:36]1[CH:35]=[CH:34][C:33]([N:39]2[CH2:40][C:41](=[O:52])[N:42]([CH2:46][CH2:47][Si:48]([CH3:51])([CH3:50])[CH3:49])[S:43]2(=[O:45])=[O:44])=[C:32]([O:31][CH2:24][C:25]2[CH:30]=[CH:29][CH:28]=[CH:27][CH:26]=2)[CH:37]=1)([CH3:9])([CH3:8])[CH3:7] |f:6.7.8.9.10|. Procedure: To a suspension of zinc powder (645 mg, 9.9 mmol) in DMF (1 mL) under argon is added chlorotrimethylsilane (83 mg, 0.76 mmol) and the mixture is stirred at RT for 30 min. To this is added a solution of (R)-2-tert-butoxycarbonylamino-3-iodopropionic acid tert-butyl ester (1.1 g, 2.96 mmol) in DMF (1.8 mL) dropwise and the mixture is stirred at RT for 30 min. An additional 2.5 mL of DMF is added and any insoluble material is filtered. The filtrate is added to a mixture of 5-(2-benzyloxy-4-iodophen... Starting materials: CN1CC2=C(C(CC1)O)C=CO2 (7-methyl-5,6,7,8-tetrahydro-4H-furo[2,3-c]azepin-4-ol), CN(C(=O)C=1C(=C(C=CC1)F)Cl)C (3-dimethylcarbamoyl-2-chloro-1-fluorobenzene). The product is Cl.CN(C(=O)C=1C(=C(C=CC1)OC1C2=C(CN(CC1)C)OC=C2)Cl)C (4-(3-Dimethylcarbamoyl-2-chlorophenyloxy)-7-methyl-5,6,7,8-tetrahydro-4H-furo[2,3-c]azepine hydrochloride). RXN SMILES: [CH3:1][N:2]1[CH2:8][CH2:7][CH:6]([OH:9])[C:5]2[CH:10]=[CH:11][O:12][C:4]=2[CH2:3]1.[CH3:13][N:14]([CH3:25])[C:15]([C:17]1[C:18]([Cl:24])=[C:19](F)[CH:20]=[CH:21][CH:22]=1)=[O:16]>>[ClH:24].[CH3:13][N:14]([CH3:25])[C:15]([C:17]1[C:18]([Cl:24])=[C:19]([O:9][CH:6]2[CH2:7][CH2:8][N:2]([CH3:1])[CH2:3][C:4]3[O:12][CH:11]=[CH:10][C:5]2=3)[CH:20]=[CH:21][CH:22]=1)=[O:16] |f:2.3|. Procedure: The same method as in Example 3 was conducted using 7-methyl-5,6,7,8-tetrahydro-4H-furo[2,3-c]azepin-4-ol (Reference Example 19) instead of 6-methyl-4,5,6,7-tetrahydrothieno[2,3-c]pyridin-4-ol (Reference Example 6) and was conducted using 3-dimethylcarbamoyl-2-chloro-1-fluorobenzene instead of 1,3-difluorobenzene to give the objective compound. Starting materials: O.C(CC(O)(C(=O)O)CC(=O)O)(=O)O (citric acid monohydrate), [OH-].[NH4+] (ammonium hydroxide), Cl (HCl), [H-].[Al+3].[Li+].[H-].[H-].[H-] (lithium aluminum hydride), S(=O)(=O)([O-])[O-].[Na+].[Na+] (sodium sulfate), NC1=C(C(C1=O)=O)NCCSC1=CC(=CC=C1)CN1CCCCC1 (1-Amino-2-[2-(3-piperidinomethylthiophenoxy)ethylamino]cyclobutene-3,4-dione). The solvent is O (water), CCOCC (ether), CCOCC (ether). Yields the product N1(CCCCC1)CC=1C=C(C=CC1)S (3-(Piperidinomethyl)thiophenol). The yield is 180.9%. As a reaction SMILES: [H-].[Al+3].[Li+].[H-].[H-].[H-].NC1C(=O)C(=O)C=1NCC[S:17][C:18]1[CH:23]=[CH:22][CH:21]=[C:20]([CH2:24][N:25]2[CH2:30][CH2:29][CH2:28][CH2:27][CH2:26]2)[CH:19]=1.S([O-])([O-])(=O)=O.[Na+].[Na+].O.C(O)(=O)CC(CC(O)=O)(C(O)=O)O.Cl.[OH-].[NH4+]>CCOCC.O>[N:25]1([CH2:24][C:20]2[CH:19]=[C:18]([SH:17])[CH:23]=[CH:22][CH:21]=2)[CH2:30][CH2:29][CH2:28][CH2:27][CH2:26]1 |f:0.1.2.3.4.5,7.8.9,10.11,13.14|. Procedure: To a suspension of lithium aluminum hydride (45.3 g, 1.19 moles) in 2200 mL of ether was added, dropwise under nitrogen, a solution of dithio bis-3,3'-N,N-di(piperidino)benzenecarboxamide (141.5 g, 0.32 mole) [prepared in Step B] in 2200 mL of ether and the mixture was stirred at ambient temperature for 20 hours. The mixture was decomposed by the addition of saturated sodium sulfate solution and filtered. The filter cake was stirred with 3000 mL of water and a solution of citric acid monohydrate... Starting materials: solution, [H-].C(C(C)C)[Al+]CC(C)C (diisobutylaluminum hydride), NC1=NC(=C(C(=C1COC)C1=CC=C(C=C1)F)C(=O)OC)C(C)C (2-Amino-4-(4-fluorophenyl)-6-isopropyl-5-methoxycarbonyl-3-methoxymethyl-pyridine), C1(=CC=CC=C1)C (toluene), O (water). Run in C(C)(=O)OCC (ethyl acetate). Conditions: time 1 hour. Product: NC1=NC(=C(C(=C1COC)C1=CC=C(C=C1)F)CO)C(C)C (2-Amino-4-(4-fluorophenyl)-5-hydroxymethyl -6-isopropyl-3-methoxymethyl-pyridine). RXN SMILES: [H-].C([Al+]CC(C)C)C(C)C.[NH2:11][C:12]1[C:17]([CH2:18][O:19][CH3:20])=[C:16]([C:21]2[CH:26]=[CH:25][C:24]([F:27])=[CH:23][CH:22]=2)[C:15]([C:28](OC)=[O:29])=[C:14]([CH:32]([CH3:34])[CH3:33])[N:13]=1.C1(C)C=CC=CC=1.O>C(OCC)(=O)C>[NH2:11][C:12]1[C:17]([CH2:18][O:19][CH3:20])=[C:16]([C:21]2[CH:26]=[CH:25][C:24]([F:27])=[CH:23][CH:22]=2)[C:15]([CH2:28][OH:29])=[C:14]([CH:32]([CH3:34])[CH3:33])[N:13]=1 |f:0.1|. Reported procedure: 140 ml (210 mmol) of a 1.5 M solution of diisobutylaluminum hydride are added dropwise at 78° C. to -75° C. under argon to a solution of 23.1 g (70 mmol) of the compound of Example 30 in 1 1 of toluene and the mixture is stirred at this temperature for 1 h. While it is allowed to warm, 40 ml of water and 50 ml of ethyl acetate are added dropwise, kieselguhr is added, filtered off with suction and washed with ethyl acetate. The aqueous phase is extracted with ethyl acetate, and the combined organ... Reactants: BrC=1C=C2C=CC(=NC2=CC1C(F)(F)P(=O)(OCC)OCC)C(=O)O (6-bromo-7-[(diethoxyphosphoryl)(difluoro)methyl]quinoline-2-carboxylic acid), CCN=C=NCCCN(C)C (EDCI), NC1=CC=CC=C1 (aniline), CCN(C(C)C)C(C)C (Hunig's base). The solvent is C(Cl)Cl (CH2Cl2). Run at time 3 hour. The product is C1(=CC=CC=C1)NC(=O)C1=NC2=CC(=C(C=C2C=C1)Br)C(F)(F)P(OCC)(OCC)=O (diethyl [{2-[(phenylamino)carbonyl]-6-bromoquinolin-7-yl}(difluoro)methyl]phosphonate). Reaction SMILES: [Br:1][C:2]1[CH:3]=[C:4]2[C:9](=[CH:10][C:11]=1[C:12]([P:15]([O:20][CH2:21][CH3:22])([O:17][CH2:18][CH3:19])=[O:16])([F:14])[F:13])[N:8]=[C:7]([C:23](O)=[O:24])[CH:6]=[CH:5]2.CCN=C=NCCCN(C)C.[NH2:37][C:38]1[CH:43]=[CH:42][CH:41]=[CH:40][CH:39]=1.CCN(C(C)C)C(C)C>C(Cl)Cl>[C:38]1([NH:37][C:23]([C:7]2[CH:6]=[CH:5][C:4]3[C:9](=[CH:10][C:11]([C:12]([P:15](=[O:16])([O:17][CH2:18][CH3:19])[O:20][CH2:21][CH3:22])([F:14])[F:13])=[C:2]([Br:1])[CH:3]=3)[N:8]=2)=[O:24])[CH:43]=[CH:42][CH:41]=[CH:40][CH:39]=1. Reported procedure: To the product of step 5 (109 mg) in 5 mL CH2Cl2 was added EDCI (96 mg), aniline (0.1 mL) and Hunig's base (0.1 mL). The solution was stirred at ambient temperature for 3 hours and after concentration and flash chromatography on silica with a gradient of 10-25% EtOAc/toluene the amide was obtained.